Dataset: the Open Reaction Database (ORD), a public repository of structured organic reaction records. Task: describe an organic reaction: reactants, conditions, products, and yield Reactants: COC1=C(C=C2C\C(\C(C2=C1)=O)=C/C1=CC(=CC=C1)C(F)(F)F)N1CCC(CC1)C ((E)-6-methoxy-5-(4-methylpiperidin-1-yl)-2-(3-(trifluoromethyl)benzylidene)-2,3-dihydro-1H-inden-1-one). The reagents and catalysts are [Ni] (Raney-Nickel). The solvent is CO (methanol). Reaction conditions: time 6 hour. Product: COC1=C(C=C2CC(C(C2=C1)=O)CC1=CC(=CC=C1)C(F)(F)F)N1CCC(CC1)C (6-methoxy-5-(4-methylpiperidin-1-yl)-2-(3-(trifluoromethyl)benzyl)-2,3-dihydro-1H-inden-1-one). Reaction SMILES: [CH3:1][O:2][C:3]1[CH:11]=[C:10]2[C:6]([CH2:7]/[C:8](=[CH:13]\[C:14]3[CH:19]=[CH:18][CH:17]=[C:16]([C:20]([F:23])([F:22])[F:21])[CH:15]=3)/[C:9]2=[O:12])=[CH:5][C:4]=1[N:24]1[CH2:29][CH2:28][CH:27]([CH3:30])[CH2:26][CH2:25]1>CO.[Ni]>[CH3:1][O:2][C:3]1[CH:11]=[C:10]2[C:6]([CH2:7][CH:8]([CH2:13][C:14]3[CH:19]=[CH:18][CH:17]=[C:16]([C:20]([F:23])([F:22])[F:21])[CH:15]=3)[C:9]2=[O:12])=[CH:5][C:4]=1[N:24]1[CH2:29][CH2:28][CH:27]([CH3:30])[CH2:26][CH2:25]1. Reported procedure: The 153 (100 mg, 0.240 mmol) was dissolved in methanol and Raney-Nickel (10 mg, 10% v/v) added and the reaction stirred under hydrogen balloon for 6 h. The reaction was filtered through celite bed and washed with excess methanol. The organic layer was concentrated to get the crude compound 154 which was purified by flash chromatography using 100-200 mesh silica gel. The compound 154 was eluted at 20% ethyl acetate in hexane as half white coloured solid compound 6-methoxy-5-(4-methylpiperidin-1-y...